From a dataset of the Open Reaction Database (ORD), a public repository of structured organic reaction records. describe an organic reaction: reactants, conditions, products, and yield Reactants: ClC1=NC(=NN2C1=CC1=CC=CC=C21)SC (4-Chloro-2-methylsulfanyl-[1,2,4]triazino[1,6-a]indole), [BH4-].[Na+] (Sodium borohydride). Solvent: C(C)(C)O (isopropyl alcohol). Reaction conditions: temperature 55 celsius. Yields the product CSC1=NN2C(=CC3=CC=CC=C23)CN1 (2-methylsulfanyl-3,4-dihydro-[1,2,4]triazino[1,6-a]indole). RXN SMILES: Cl[C:2]1[C:7]2=[CH:8][C:9]3[C:14]([N:6]2[N:5]=[C:4]([S:15][CH3:16])[N:3]=1)=[CH:13][CH:12]=[CH:11][CH:10]=3.[BH4-].[Na+]>C(O)(C)C>[CH3:16][S:15][C:4]1[NH:3][CH2:2][C:7]2=[CH:8][C:9]3[C:14]([N:6]2[N:5]=1)=[CH:13][CH:12]=[CH:11][CH:10]=3 |f:1.2|. Procedure details: 4-Chloro-2-methylsulfanyl-[1,2,4]triazino[1,6-a]indole (1.00 g, 4.00 mmol) was suspended in isopropyl alcohol (13 mL) at room temperature. Sodium borohydride (0.318 g, 8.41 mmol) was added and the reaction mixture was heated at 55° C. for 3 hours. The reaction was allowed to cool to room temperature, then aqueous NaHCO3/dichloromethane extraction work-up, drying and evaporation of solvent afforded 2-methylsulfanyl-3,4-dihydro-[1,2,4]triazino[1,6-a]indole. 1H-NMR (CDCl3) δ 7.63 (d, J=8.1 Hz, 1H),... Reactants: C(C1=CC=CC=C1)(=O)Cl (benzoyl chloride), Cl.C(C)(C)OC(C(CSC(C)(C)C)N)=O (2-amino-3-tert-butylsulfanyl-propionic acid isopropyl ester hydrochloride). The product is C(C)(C)OC(C(CSC(C)(C)C)NC(C1=CC=CC=C1)=O)=O (2-Benzoylamino-3-tert-butylsulfanyl-propionic acid isopropyl ester). Yield: 72.5%. As a reaction SMILES: [C:1](Cl)(=[O:8])[C:2]1[CH:7]=[CH:6][CH:5]=[CH:4][CH:3]=1.Cl.[CH:11]([O:14][C:15](=[O:24])[CH:16]([NH2:23])[CH2:17][S:18][C:19]([CH3:22])([CH3:21])[CH3:20])([CH3:13])[CH3:12]>>[CH:11]([O:14][C:15](=[O:24])[CH:16]([NH:23][C:1](=[O:8])[C:2]1[CH:7]=[CH:6][CH:5]=[CH:4][CH:3]=1)[CH2:17][S:18][C:19]([CH3:22])([CH3:21])[CH3:20])([CH3:13])[CH3:12] |f:1.2|. Reported procedure: With General procedure D, starting from 21 (5.6 g, 40.4 mmol) and 16 (7.33 g, 28.65 mmol), 6.72 g (73%) of the title compound was obtained as a white solid. 1H NMR (400 MHz, CDCl3) δ 7.82 (m, 2H), 7.54-7.43 (m, 3H), 6.97 (br d, 1H), 5.12 (m, 1H), 5.02 (m, 1H), 3.14 (dd, 2H), 1.30 (m, 15H). MS m/z 324 (M+1). HPLC: 96.61% (ACQ_PA95_C_BLS; Column: BEH_C18—2−1×50 mm—1-7 μm). The reactants are ClS(=O)(=O)N=C=O (chlorosulfonyl isocyanate), C(C)OC(CN[C@H](C(=O)OC(C)(C)C)C(C)(C)C)=O (tert-butyl(2S)-2-[(2-ethoxy-2-oxoethyl)amino]-3,3-dimethylbutanoate), O (Water). The solvent is ClCCl (dichloromethane). Reaction conditions: temperature 0 celsius, time 2 hour. Product: NC(=O)N([C@H](C(=O)OC(C)(C)C)C(C)(C)C)CC(=O)OCC (tert-butyl(2S)-2-[(aminocarbonyl)(2-ethoxy-2-oxoethyl)amino]-3,3-dimethylbutanoate). As a reaction SMILES: [CH2:1]([O:3][C:4](=[O:19])[CH2:5][NH:6][C@@H:7]([C:15]([CH3:18])([CH3:17])[CH3:16])[C:8]([O:10][C:11]([CH3:14])([CH3:13])[CH3:12])=[O:9])[CH3:2].ClS([N:24]=[C:25]=[O:26])(=O)=O.O>ClCCl>[NH2:24][C:25]([N:6]([CH2:5][C:4]([O:3][CH2:1][CH3:2])=[O:19])[C@@H:7]([C:15]([CH3:18])([CH3:17])[CH3:16])[C:8]([O:10][C:11]([CH3:12])([CH3:14])[CH3:13])=[O:9])=[O:26]. Procedure details: A solution containing the product from Example 46A (5.74 g, 20.0 mmol) in dichloromethane (40 mL) at 0° C. was treated with chlorosulfonyl isocyanate (2.26 mL, 26.0 mmol) and the mixture was stirred at 0° C. for 2 hours. Water (40 mL) was added to the cold reaction and the mixture was warmed to 25° C. and stirred for 2 hours. The reaction mixture was partitioned between dichloromethane and water, and the organic phase was washed with brine and dried over MgSO4, filtered and concentrated to give ... Reactants: C(C)(C)(C)OC(=O)N[C@H](C(=O)N[C@H](C(=O)OCC1=CC=CC=C1)CC1=CC=CC=C1)COC(F)F (Benzyl(2S)-2-[[(2S)-2-(tert-butoxycarbonylamino)-3 (difluoromethoxy)propanoyl]amino]-3-phenyl-propanoate), Cl (HCl). Run in hexanes, C(C)OCC (diethyl ether). Yields the product Cl.N[C@H](C(=O)N[C@H](C(=O)OCC1=CC=CC=C1)CC1=CC=CC=C1)COC(F)F (benzyl (2S)-2-[[(2S)-2-amino-3-(difluoromethoxy)propanoyl]amino]-3-phenyl-propanoate hydrochloride). Reaction SMILES: C(OC([NH:8][C@@H:9]([CH2:31][O:32][CH:33]([F:35])[F:34])[C:10]([NH:12][C@@H:13]([CH2:24][C:25]1[CH:30]=[CH:29][CH:28]=[CH:27][CH:26]=1)[C:14]([O:16][CH2:17][C:18]1[CH:23]=[CH:22][CH:21]=[CH:20][CH:19]=1)=[O:15])=[O:11])=O)(C)(C)C.[ClH:36]>C(OCC)C>[ClH:36].[NH2:8][C@@H:9]([CH2:31][O:32][CH:33]([F:34])[F:35])[C:10]([NH:12][C@@H:13]([CH2:24][C:25]1[CH:26]=[CH:27][CH:28]=[CH:29][CH:30]=1)[C:14]([O:16][CH2:17][C:18]1[CH:23]=[CH:22][CH:21]=[CH:20][CH:19]=1)=[O:15])=[O:11] |f:3.4|. Procedure: Benzyl(2S)-2-[[(2S)-2-(tert-butoxycarbonylamino)-3 (difluoromethoxy)propanoyl]amino]-3-phenyl-propanoate (1.9 g, 3.86 mmol) was stirred in HCl, 2M in diethyl ether (12 mL), at room temperature overnight. The resulting suspension was diluted with hexanes and the filtered to collect the compound of Formula XVI(a) (1.65 g, quantitative yield) as a white solid. The product was used directly in the subsequent reaction. The reactants are O=C1CCC(CC1)(C(=O)OC)C1=CC=C(C=C1)C(F)(F)F (Methyl 4-oxo-1-(4-trifluoromethylphenyl)cyclohexanecarboxylate), C(NN)(=O)OC(C)(C)C (tert-butyl carbazate), C(#N)[BH3-].[Na+] (sodium cyanoborohydride), C(#N)[BH3-].[Na+] (sodium cyanoborohydride), C([O-])(O)=O.[Na+] (sodium bicarbonate). Run in C1CCOC1 (THF), C(C)(=O)O (acetic acid), C(C)OCC (Diethyl ether). Run at time 50 minute. Yields the product C(C)(C)(C)OC(=O)NNC1CCC(CC1)(C(=O)OC)C1=CC=C(C=C1)C(F)(F)F (methyl 4-(N′-tert-butoxycarbonylhydrazino)-1-(4-trifluoromethylphenyl)cyclohexanecarboxylate). The yield is 53.7%. Reaction SMILES: O=[C:2]1[CH2:7][CH2:6][C:5]([C:12]2[CH:17]=[CH:16][C:15]([C:18]([F:21])([F:20])[F:19])=[CH:14][CH:13]=2)([C:8]([O:10][CH3:11])=[O:9])[CH2:4][CH2:3]1.[C:22]([O:26][C:27]([CH3:30])([CH3:29])[CH3:28])(=[O:25])[NH:23][NH2:24].C([BH3-])#N.[Na+].C(=O)(O)[O-].[Na+]>C1COCC1.C(O)(=O)C.C(OCC)C>[C:27]([O:26][C:22]([NH:23][NH:24][CH:2]1[CH2:7][CH2:6][C:5]([C:12]2[CH:13]=[CH:14][C:15]([C:18]([F:21])([F:20])[F:19])=[CH:16][CH:17]=2)([C:8]([O:10][CH3:11])=[O:9])[CH2:4][CH2:3]1)=[O:25])([CH3:30])([CH3:29])[CH3:28] |f:2.3,4.5|. Reported procedure: Methyl 4-oxo-1-(4-trifluoromethylphenyl)cyclohexanecarboxylate (100 mg) and tert-butyl carbazate (66 mg) were dissolved in a mixed solvent of THF (6 mL) and acetic acid (3 mL). After stirring at room temperature for 50 minutes, sodium cyanoborohydride (31.4 mg) was added. After further two hours, sodium cyanoborohydride (31.4 mg) was added and the mixture was stirred at room temperature for one hour. Diethyl ether and a saturated sodium bicarbonate solution were added to the reaction solution, a... Starting materials: CCOCC(O)C(=O)Nc1cnc(C)cn1, C1CCOC1, FC(F)(F)c1ccccc1-n1ncc2c(Cl)ncnc21, [H-], [Na+], O=C(O)CC(O)(CC(=O)O)C(=O)O. Product: CCOCC(Oc1ncnc2c1cnn2-c1ccccc1C(F)(F)F)C(=O)Nc1cnc(C)cn1. As a reaction SMILES: [CH2:3]([CH3:4])[O:5][CH2:6][CH:7]([C:8](=[O:9])[NH:10][c:11]1[n:12][cH:13][c:14]([CH3:17])[n:15][cH:16]1)[OH:18].[CH2:52]1[O:53][CH2:54][CH2:55][CH2:56]1.[Cl:19][c:20]1[c:21]2[c:22]([n:23][cH:24][n:25]1)[n:26](-[c:29]1[c:30]([C:35]([F:36])([F:37])[F:38])[cH:31][cH:32][cH:33][cH:34]1)[n:27][cH:28]2.[H-:1].[Na+:2].[OH:39][C:40]([CH2:41][C:42]([C:43](=[O:44])[OH:45])([CH2:46][C:47](=[O:48])[OH:49])[OH:50])=[O:51]>>[CH2:3]([CH3:4])[O:5][CH2:6][CH:7]([C:8](=[O:9])[NH:10][c:11]1[n:12][cH:13][c:14]([CH3:17])[n:15][cH:16]1)[O:18][c:20]1[c:21]2[c:22]([n:23][cH:24][n:25]1)[n:26](-[c:29]1[c:30]([C:35]([F:36])([F:37])[F:38])[cH:31][cH:32][cH:33][cH:34]1)[n:27][cH:28]2. Reactants: C(C)[Zn]CC (diethylzinc), C(C)OC(=O)C=1SC(=C(C1C1=CC=C(C=C1)C(C)(C)C)C#N)S(=O)(=O)C (3-(4-tert-butyl-phenyl)-4-cyano-5-methanesulfonyl-thiophene-2-carboxylic acid ethyl ester). Run in C(Cl)Cl (CH2Cl2). Run at time 5 day. Yields the product C(C)OC(=O)C=1SC(=C(C1C1=CC=C(C=C1)C(C)(C)C)C#N)CC (3-(4-tert-Butyl-phenyl)-4-cyano-5-ethyl-thiophene-2-carboxylic acid ethyl ester). Reaction SMILES: C([Zn][CH2:4][CH3:5])C.[CH2:6]([O:8][C:9]([C:11]1[S:12][C:13](S(C)(=O)=O)=[C:14]([C:26]#[N:27])[C:15]=1[C:16]1[CH:21]=[CH:20][C:19]([C:22]([CH3:25])([CH3:24])[CH3:23])=[CH:18][CH:17]=1)=[O:10])[CH3:7]>C(Cl)Cl>[CH2:6]([O:8][C:9]([C:11]1[S:12][C:13]([CH2:4][CH3:5])=[C:14]([C:26]#[N:27])[C:15]=1[C:16]1[CH:21]=[CH:20][C:19]([C:22]([CH3:24])([CH3:23])[CH3:25])=[CH:18][CH:17]=1)=[O:10])[CH3:7]. Procedure details: Add diethylzinc (1.0M in hexanes, 16 mL, 16 mmol) to a solution of 3-(4-tert-butyl-phenyl)-4-cyano-5-methanesulfonyl-thiophene-2-carboxylic acid ethyl ester (2.78 mmol) in 15 mL of anhydrous CH2Cl2 and stir under nitrogen at room temperature for 5 days. Cool to 0° C. and carefully quench with ice followed by 10 mL of saturated NH4Cl. Filter the mixture through Celite® and rinse the filter pad with 100 mL of CH2Cl2. Wash the combined organic layers with brine (1×20 mL), dry over Na2SO4, filter an... Reactants: C(=O)(Cl)Cl (phosgene), Cl.COC1=C(N)C(=CC(=C1)OC)OC (2,4,6-trimethoxyaniline hydrochloride), wt/wt solution, C(=O)(Cl)Cl (phosgene). Solvent: C1(=CC=CC=C1)C (toluene). Reaction conditions: temperature 95 celsius, time 2 day. Procedure details: A suspension of 2,4,6-trimethoxyaniline hydrochloride (71.1 g, 0.324 mol) in a 12.5% wt/wt solution (540 mL) of phosgene in toluene was heated (95° C.) for 3 hours. Additional phosgene solution (2×270 mL) was added every hour. The mixture was allowed to cool and stirred under house vacuum for 2 days. The mixture was rotoevaporated to a solid. The solid was triturated with ether (450 mL), filtered, and the filtrate rotoevaporated to give a purple amorphous solid; yield 66.9 g (99%); mp 67°-70° C. Yields the product COC1=C(C(=CC(=C1)OC)OC)N=C=O (2,4,6-Trimethoxyphenyl isocyanate). As a reaction SMILES: Cl.[CH3:2][O:3][C:4]1[CH:10]=[C:9]([O:11][CH3:12])[CH:8]=[C:7]([O:13][CH3:14])[C:5]=1[NH2:6].[C:15](Cl)(Cl)=[O:16]>C1(C)C=CC=CC=1>[CH3:14][O:13][C:7]1[CH:8]=[C:9]([O:11][CH3:12])[CH:10]=[C:4]([O:3][CH3:2])[C:5]=1[N:6]=[C:15]=[O:16] |f:0.1|.